This data is from the Open Reaction Database (ORD), a public repository of structured organic reaction records. The task is: describe an organic reaction: reactants, conditions, products, and yield Reactants: NC1=CC(=C(C(=C1)Cl)SC(N(C)C)=O)Cl (Dimethyl-thiocarbamic acid S-(4-amino-2,6-dichloro-phenyl) ester), [OH-].[K+] (potassium hydroxide), Cl (hydrochloric acid). Solvent: O (water), C(C)O (ethanol). Run at temperature 95 celsius. Yields the product NC1=CC(=C(C(=C1)Cl)S)Cl (4-Amino-2,6-dichloro-benzenethiol). Isolated yield 68.7%. RXN SMILES: [NH2:1][C:2]1[CH:7]=[C:6]([Cl:8])[C:5]([S:9]C(=O)N(C)C)=[C:4]([Cl:15])[CH:3]=1.[OH-].[K+].Cl>C(O)C.O>[NH2:1][C:2]1[CH:7]=[C:6]([Cl:8])[C:5]([SH:9])=[C:4]([Cl:15])[CH:3]=1 |f:1.2|. Reported procedure: A solution of dimethyl-thiocarbamic acid S-(4-amino-2,6-dichloro-phenyl) ester (81) (2.0 g, 7.5 mmol) in ethanol was treated with a 3N aqueous potassium hydroxide solution. The reaction was heated to 95° C. for 2 d. At this time, the reaction was cooled to 25° C. and was then acidified to pH=2 with a 3N aqueous hydrochloric acid solution. This solution was diluted with water (500 mL) and then was extracted with ethyl acetate (2×250 mL). The organics were dried with magnesium sulfate, filtered, a... Starting materials: CCON1CCC(=O)CC1, N#C[K], [Na+], O, O=S([O-])O. Yields the product CCON1CCC(O)(C#N)CC1. RXN SMILES: [CH2:6]([CH3:7])[O:8][N:9]1[CH2:10][CH2:11][C:12](=[O:15])[CH2:13][CH2:14]1.[K:16][C:17]#[N:18].[Na+:5].[OH2:19].[S:1](=[O:2])([OH:3])[O-:4]>>[CH2:6]([CH3:7])[O:8][N:9]1[CH2:10][CH2:11][C:12]([OH:15])([C:17]#[N:18])[CH2:13][CH2:14]1.